From a dataset of the Open Reaction Database (ORD), a public repository of structured organic reaction records. describe an organic reaction: reactants, conditions, products, and yield The reactants are O1C(CCCC1)SCCCCC(=S)OC (Methyl [3-(tetrahydropyran-2-ylthio)propyl]thioacetate), NCCNC(C)=O (N-(2-aminoethyl)-acetamide). The solvent is O (water). Run at temperature 75 celsius. Yields the product C(C)(=O)NCCNC(CCCCSC1OCCCC1)=S (N-(2-acetylaminoethyl)-3-(tetrahydropyran-2-ylthio)propylthioacetamide). As a reaction SMILES: [O:1]1[CH2:6][CH2:5][CH2:4][CH2:3][CH:2]1[S:7][CH2:8][CH2:9][CH2:10][CH2:11][C:12](OC)=[S:13].[NH2:16][CH2:17][CH2:18][NH:19][C:20](=[O:22])[CH3:21]>O>[C:20]([NH:19][CH2:18][CH2:17][NH:16][C:12](=[S:13])[CH2:11][CH2:10][CH2:9][CH2:8][S:7][CH:2]1[CH2:3][CH2:4][CH2:5][CH2:6][O:1]1)(=[O:22])[CH3:21]. Procedure: Methyl [3-(tetrahydropyran-2-ylthio)propyl]thioacetate (1 g, 3.7 mmol) was added dropwise to N-(2-aminoethyl)-acetamide (1.25 g, 12.25 mmol) and the mixture heated at 75° C. for 2.5 h. Volatile components were then removed under reduced pressure (45° C. at 0.02 mmHg) to give an oil which was taken up into water. This aqueous solution was then extracted with dichloromethane (adding potassium chloride to the aqueous layer to prevent emulsion formation if necessary). The dichloromethane extracts we... Starting materials: C(C)(=O)O[C@@H]1CC[C@@H](CC1)C1=NC=C2N1C=CN=C2Cl ((cis)-4-(8-chloroimidazo[1,5-a]pyrazin-3-yl)cyclohexyl acetate), C([O-])([O-])=O.[K+].[K+] (potasium carbonate), CB1OB(OB(O1)C)C (trimethylboroxine), ClCCl (dichloromethane). The solvent is O1CCOCC1 (dioxane). Run at temperature 95 celsius, time 1 hour. The product is C(C)(=O)O[C@@H]1CC[C@@H](CC1)C1=NC=C2N1C=CN=C2C ((cis)-4-(8-methylimidazo[1,5-a]pyrazin-3-yl)cyclohexyl acetate). The yield is 97.6%. As a reaction SMILES: [C:1]([O:4][C@H:5]1[CH2:10][CH2:9][C@@H:8]([C:11]2[N:15]3[CH:16]=[CH:17][N:18]=[C:19](Cl)[C:14]3=[CH:13][N:12]=2)[CH2:7][CH2:6]1)(=[O:3])[CH3:2].[C:21](=O)([O-])[O-].[K+].[K+].CB1OB(C)OB(C)O1.ClCCl>O1CCOCC1>[C:1]([O:4][C@H:5]1[CH2:10][CH2:9][C@@H:8]([C:11]2[N:15]3[CH:16]=[CH:17][N:18]=[C:19]([CH3:21])[C:14]3=[CH:13][N:12]=2)[CH2:7][CH2:6]1)(=[O:3])[CH3:2] |f:1.2.3|. Procedure details: To (cis)-4-(8-chloroimidazo[1,5-a]pyrazin-3-yl)cyclohexyl acetate (48.0 mmol, 14.09 g) in dry dioxane (275 ml) under a nitrogen atmosphere were added dry potasium carbonate (71.9 mmol, 9.94 g), trimethylboroxine (144 mmol, 20.03 ml, 50 wt % solution in tetrahydrofuran) and 1,1′-bis(diphenylphosphino)ferrocene palladium (II) chloride complex with dichloromethane (4.80 mmol, 3.88 g) and the reaction mixture was stirred at 95° C. for one hour. The reaction mixture was cooled to room temperature, fi... The reactants are Cl.NCP(OCC)(OCC)=O (Diethyl aminomethylphosphonate hydrochloride), N (ammonia). Solvent: C(Cl)(Cl)Cl (chloroform). Product: NCP(OCC)(OCC)=O (diethyl aminomethylphosphonate). Yield: 98.9%. As a reaction SMILES: Cl.[NH2:2][CH2:3][P:4](=[O:11])([O:8][CH2:9][CH3:10])[O:5][CH2:6][CH3:7].N>C(Cl)(Cl)Cl>[NH2:2][CH2:3][P:4](=[O:11])([O:8][CH2:9][CH3:10])[O:5][CH2:6][CH3:7] |f:0.1|. Procedure details: Diethyl aminomethylphosphonate hydrochloride (4.965 g.) is stirred in chloroform (25 ml.) at 0°C. while ammonia is bubbled through the mixture for 4 minutes. The resulting ammonium chloride is filtered off and the filtrate dried briefly over MgSO4. Evaporation of the solvent at reduced pressure affords diethyl aminomethylphosphonate (4.031 g.) as a clear liquid. ir (CCl4) 1240, 1062, 1032, and 966 cm-1 ; nmr (CDCl3)τ8.67 (t, 6, J=7Hz, CH3), 7.03 (d, 2, J=11Hz, CH2), and 5.86 (p, 4, J=7Hz and J=7... The reactants are [Cl-].[Cl-].[Ca+2] (CaCl2), BrC1=CC=CC(=N1)C(C)=O (1-(6-bromopyridin-2-yl)ethanone), C(C)(C)C1=C(N)C(=CC=C1)C(C)C (2,6-diisopropylaniline), CC=1C=CC(=CC1)S(=O)(=O)O (TsOH). Run in C1(=CC=CC=C1)C (toluene). The product is BrC1=CC=CC(=N1)C(C)=NC1=C(C=CC=C1C(C)C)C(C)C (N-[1-(6-Bromopyridin-2-yl)ethylidene]-2,6-diisopropylaniline). RXN SMILES: [Br:1][C:2]1[N:7]=[C:6]([C:8](=O)[CH3:9])[CH:5]=[CH:4][CH:3]=1.[CH:11]([C:14]1[CH:20]=[CH:19][CH:18]=[C:17]([CH:21]([CH3:23])[CH3:22])[C:15]=1[NH2:16])([CH3:13])[CH3:12].CC1C=CC(S(O)(=O)=O)=CC=1.[Cl-].[Cl-].[Ca+2]>C1(C)C=CC=CC=1>[Br:1][C:2]1[N:7]=[C:6]([C:8](=[N:16][C:15]2[C:17]([CH:21]([CH3:22])[CH3:23])=[CH:18][CH:19]=[CH:20][C:14]=2[CH:11]([CH3:13])[CH3:12])[CH3:9])[CH:5]=[CH:4][CH:3]=1 |f:3.4.5|. Reported procedure: In argon atmosphere, a mixture of 3.70 g (18.50 mmol) of 1-(6-bromopyridin-2-yl)ethanone, 3.27 g (18.50 mmol) of 2,6-diisopropylaniline, 50 mg of TsOH, and 150 ml of toluene was refluxed for 2-3 h using a Soxhlet apparatus with an extraction thimble filled with anhydrous CaCl2. The reaction mixture was cooled to ambient temperature, passed through a short layer of silica gel 60 (40-63 um), and then evaporated to dryness. The crude product was recrystallized from 30 ml of methanol. Yield 3.63 g (... The reactants are OC1(C(OCC1)C)C1=CC=2N=CN(C(C2S1)=O)C1=CC=C(C=C1)N1CCN(CCC1)C (6-(3-Hydroxy-2-methyltetrahydrofuran-3-yl)-3-[4-(4-methyl[1,4]diazepan-1-yl)phenyl]-3H-thieno[3,2-d]pyrimidin-4-one), C1(=CC=C(C=C1)S(=O)(=O)O)C (p-toluenesulfonic acid). Product: CN1CCN(CCC1)C1=CC=C(C=C1)N1C=NC2=C(C1=O)SC(=C2)C=2C(OCC2)C (3-[4-(4-Methyl[1,4]diazepan-1-yl)phenyl]-6-(2-methyl-2,5-dihydrofuran-3-yl)-3H-thieno[3,2-d]pyrimidin-4-one). As a reaction SMILES: O[C:2]1([C:8]2[S:16][C:15]3[C:14](=[O:17])[N:13]([C:18]4[CH:23]=[CH:22][C:21]([N:24]5[CH2:30][CH2:29][CH2:28][N:27]([CH3:31])[CH2:26][CH2:25]5)=[CH:20][CH:19]=4)[CH:12]=[N:11][C:10]=3[CH:9]=2)[CH2:6][CH2:5][O:4][CH:3]1[CH3:7].C1(C)C=CC(S(O)(=O)=O)=CC=1>>[CH3:31][N:27]1[CH2:28][CH2:29][CH2:30][N:24]([C:21]2[CH:22]=[CH:23][C:18]([N:13]3[C:14](=[O:17])[C:15]4[S:16][C:8]([C:2]5[CH:3]([CH3:7])[O:4][CH2:5][CH:6]=5)=[CH:9][C:10]=4[N:11]=[CH:12]3)=[CH:19][CH:20]=2)[CH2:25][CH2:26]1. Procedure: 6-(3-Hydroxy-2-methyltetrahydrofuran-3-yl)-3-[4-(4-methyl[1,4]diazepan-1-yl)phenyl]-3H-thieno[3,2-d]pyrimidin-4-one and p-toluenesulfonic acid were reacted by method AA. The product with the molecular weight of 422.55 (C23H26N4O2S) was obtained in this way; MS (ESI): 423 (M+H+). The reactants are C1CCOC1, CO, COC(=O)c1ccc(-c2ccc(Nc3nc4ccc(F)cc4s3)cc2)cc1Cl, [Na+], [OH-], O. The product is O=C(O)c1ccc(-c2ccc(Nc3nc4ccc(F)cc4s3)cc2)cc1Cl. As a reaction SMILES: [CH2:34]1[O:35][CH2:36][CH2:37][CH2:38]1.[CH3:29][OH:30].[F:1][c:2]1[cH:3][c:4]2[c:5]([n:6][c:7]([NH:9][c:10]3[cH:11][cH:12][c:13](-[c:16]4[cH:17][c:18]([Cl:26])[c:19]([C:22](=[O:23])[O:24][CH3:25])[cH:20][cH:21]4)[cH:14][cH:15]3)[s:8]2)[cH:27][cH:28]1.[Na+:33].[OH-:32].[OH2:31]>>[F:1][c:2]1[cH:3][c:4]2[c:5]([n:6][c:7]([NH:9][c:10]3[cH:11][cH:12][c:13](-[c:16]4[cH:17][c:18]([Cl:26])[c:19]([C:22](=[O:23])[OH:24])[cH:20][cH:21]4)[cH:14][cH:15]3)[s:8]2)[cH:27][cH:28]1. Starting materials: CC(=O)O, CCCON=C(C(C)=O)C(=O)OC, O=S(=O)(Cl)Cl. Product: CCCON=C(C(=O)CCl)C(=O)OC. Reaction SMILES: [CH3:19][C:20](=[O:21])[OH:22].[CH3:1][O:2][C:3]([C:4]([C:5](=[O:6])[CH3:7])=[N:8][O:9][CH2:10][CH2:11][CH3:12])=[O:13].[S:14]([Cl:15])(=[O:16])([Cl:17])=[O:18]>>[CH3:1][O:2][C:3]([C:4]([C:5](=[O:6])[CH2:7][Cl:17])=[N:8][O:9][CH2:10][CH2:11][CH3:12])=[O:13]. The reactants are C(C)(C)(C)OC(=O)N1CCC(CC1)N(C1=NC=CC=C1NCC1CC1)C (1-tert-Butyloxycarbonyl-4-[N-methyl-N-(3-cyclopropylmethylamino-2-pyridinyl)amino]piperidine), Cl (Hydrochloric acid). Run in O1CCOCC1 (dioxane). The product is CN(C1=NC=CC=C1NCC1CC1)C1CCNCC1 (4-[N-methyl-N-(3-cyclopropylmethylamino-2-pyridinyl) amino]piperidine). Reaction SMILES: C(OC([N:8]1[CH2:13][CH2:12][CH:11]([N:14]([CH3:26])[C:15]2[C:20]([NH:21][CH2:22][CH:23]3[CH2:25][CH2:24]3)=[CH:19][CH:18]=[CH:17][N:16]=2)[CH2:10][CH2:9]1)=O)(C)(C)C.Cl>O1CCOCC1>[CH3:26][N:14]([CH:11]1[CH2:12][CH2:13][NH:8][CH2:9][CH2:10]1)[C:15]1[C:20]([NH:21][CH2:22][CH:23]2[CH2:24][CH2:25]2)=[CH:19][CH:18]=[CH:17][N:16]=1. Procedure details: 1-tert-Butyloxycarbonyl-4-[N-methyl-N-(cyclopropylmethylamino-2-pyridinyl)amino]piperidine (EXAMPLE 161, 1.46 g, 4.05 mmol) is dissolved in 10 ml dioxane. Hydrochloric acid (30 ml of 4.0M in dioxane) is added. The solvent is removed by evaporation and the residue is suspended in water. The water is adjusted to pH=12 with sodium hydroxide (1N) and extracted with chloroform/methanol. The organic phase is dried over sodium sulfate and the solvent evaporated to give the title compound, NMR (300 MHz,... Starting materials: reduced iron, [Cl-].[NH4+] (ammonium chloride), C(C)(C)O (isopropyl alcohol), COC1=C(C=C(C(=C1)OC)[N+](=O)[O-])S(=O)(=O)O (2,4-dimethoxy-5-nitrobenzenesulfonic acid). Run in O (water). Yields the product COC1=C(C=C(C(=C1)OC)N)S(=O)(=O)O (2,4-dimethoxy-5-aminobenzenesulfonic acid). Reaction SMILES: [Cl-].[NH4+].C(O)(C)C.[CH3:7][O:8][C:9]1[CH:14]=[C:13]([O:15][CH3:16])[C:12]([N+:17]([O-])=O)=[CH:11][C:10]=1[S:20]([OH:23])(=[O:22])=[O:21]>O>[CH3:7][O:8][C:9]1[CH:14]=[C:13]([O:15][CH3:16])[C:12]([NH2:17])=[CH:11][C:10]=1[S:20]([OH:23])(=[O:22])=[O:21] |f:0.1|. Procedure details: A mixture solution prepared by adding 15 g of reduced iron, 0.3 g of ammonium chloride and 50 ml of isopropyl alcohol to 10 g of 2,4-dimethoxy-5-nitrobenzenesulfonic acid obtained in Step (2) above, was heated at 70° to 80° C. on a water bath with stirring, and 50 ml of water was added thereto. After stirring at 80° C. for 1 hour, the mixture was filtered while hot. To the filtrate, 20 ml of hydrochloric acid (d=1.18) was added. The crystals thus-precipitated were collected by filtration and was... Reactants: ClC1=NC2=CC=C(C=C2C=C1C(=O)O)Cl (2,6-dichloroquinoline-3-carboxylic acid), ClC=1C=C(C[C@H](N)C(=O)O)C=CC1O (3-chloro-4-hydroxy-L-phenylalanine). Yields the product C(=O)(O)[C@H](CC1=CC(=C(C=C1)O)Cl)NC1=NC2=CC=C(C=C2C=C1C(=O)O)Cl (2-[(S)-1-Carboxy-2-(3-chloro-4-hydroxy-phenyl)-ethylamino]-6-chloro-quinoline-3-carboxylic acid). RXN SMILES: Cl[C:2]1[C:11]([C:12]([OH:14])=[O:13])=[CH:10][C:9]2[C:4](=[CH:5][CH:6]=[C:7]([Cl:15])[CH:8]=2)[N:3]=1.[Cl:16][C:17]1[CH:18]=[C:19]([CH:26]=[CH:27][C:28]=1[OH:29])[CH2:20][C@@H:21]([C:23]([OH:25])=[O:24])[NH2:22]>>[C:23]([C@@H:21]([NH:22][C:2]1[C:11]([C:12]([OH:14])=[O:13])=[CH:10][C:9]2[C:4](=[CH:5][CH:6]=[C:7]([Cl:15])[CH:8]=2)[N:3]=1)[CH2:20][C:19]1[CH:26]=[CH:27][C:28]([OH:29])=[C:17]([Cl:16])[CH:18]=1)([OH:25])=[O:24]. Reported procedure: In close analogy to the procedure described in Example 1, 2,6-dichloroquinoline-3-carboxylic acid is reacted with 3-chloro-4-hydroxy-L-phenylalanine to provide the title compound in good yield.